From a dataset of the Open Reaction Database (ORD), a public repository of structured organic reaction records. describe an organic reaction: reactants, conditions, products, and yield Reactants: C(C)OC(C1=C(C=CC=C1)SC(F)(F)F)=O (ethyl-o-(trifluoromethylthio)benzoate), [OH-].[Na+] (sodium hydroxide), Cl (hydrochloric acid). Solvent: C(C)O (ethanol). Product: FC(SC1=C(C(=O)O)C=CC=C1)(F)F (o-(trifluoromethylthio)benzoic acid). Procedure details: A solution of 5.0 g. of ethyl-o-(trifluoromethylthio)benzoate, 30 ml. of ethanol and 20 ml. of 10% sodium hydroxide was refluxed for 1.5 hrs. After cooling, the solution was acidified with 6N hydrochloric acid. The product was collected by filtration, dried, and recrystallized from a mixture of 60% hexane-40% benzene to give o-(trifluoromethylthio)benzoic acid, m.p. 119°-121° . As a reaction SMILES: C([O:3][C:4](=[O:16])[C:5]1[CH:10]=[CH:9][CH:8]=[CH:7][C:6]=1[S:11][C:12]([F:15])([F:14])[F:13])C.[OH-].[Na+].Cl>C(O)C>[F:14][C:12]([F:13])([F:15])[S:11][C:6]1[CH:7]=[CH:8][CH:9]=[CH:10][C:5]=1[C:4]([OH:16])=[O:3] |f:1.2|. Reactants: CC=1N=C2N(C(C1)=O)C=CS2 (7-Methyl-5H-[1,3]thiazolo[3,2-a]pyrimidin-5-one), Intermediate, ceric ammonium nitrate, II (iodine), ClC1=CC=C(C=C1)/C=C/C=1N=C2N(C(C1I)=O)C=CS2 (7-[(E)-2-(4-Chlorophenyl)vinyl]-6-iodo-5H-[1,3]thiazolo[3,2-a]pyrimidin-5-one). The solvent is C(C)#N (acetonitrile). Product: IC1=C(N=C2N(C1=O)C=CS2)C (6-Iodo-7-methyl-5H-[1,3]thiazolo[3,2-a]pyrimidin-5-one). Reaction SMILES: CC1N=C2SC=CN2C(=O)C=1.II.ClC1C=CC(/C=[CH:22]/[C:23]2[N:24]=[C:25]3[S:33][CH:32]=[CH:31][N:26]3[C:27](=[O:30])[C:28]=2[I:29])=CC=1>C(#N)C>[I:29][C:28]1[C:27](=[O:30])[N:26]2[CH:31]=[CH:32][S:33][C:25]2=[N:24][C:23]=1[CH3:22]. Reported procedure: A stirred solution of Step 1 Intermediate (20 g, 120.463 mmol) in acetonitrile (200 ml) was treated with ceric ammonium nitrate (33 g, 60.233 mmol) and iodine (18 g, 72.281 mmol) at room temperature according to the procedure outlined in Intermediate 1, Step 3 to give 35 g of the product as a light yellow solid; 1H NMR (300 MHz, DMSO-d6) δ 2.56 (s, 3H), 7.52 (d, J=5.1 Hz, 1H), 7.97 (d, J=4.8 Hz, 1H); ESI-MS (m/z) 291.29 (M−H)−.